This data is from the Open Reaction Database (ORD), a public repository of structured organic reaction records. The task is: describe an organic reaction: reactants, conditions, products, and yield The reactants are CON=C(C(=O)NC1[C@@H]2N(C(=C(CS2)C[N+]2=CC=CC=C2)C(=O)[O-])C1=O)C=1N=C(SC1)NP(=O)(OC)OC (7-[2-methoxyimino-2-(2-dimethoxyphosphorylaminothiazol-4-yl)acetamido]-3-(1-pyridiniomethyl)-3-cephem-4-carboxylate), C[Si](C)(C)Br (trimethylsilyl bromide), C(C)(C)OC(C)C (diisopropyl ether). Run at time 2.5 hour. Yields the product CON=C(C(=O)NC1[C@@H]2N(C(=C(CS2)C[N+]2=CC=CC=C2)C(=O)[O-])C1=O)C=1N=C(SC1)NP(=O)(O)O (7-[2-methoxyimino-2-(2-phosphonoaminothiazol-4-yl)acetamido]-3-(1-pyridiniomethyl)-3-cephem-4-carboxylate). As a reaction SMILES: [CH3:1][O:2][N:3]=[C:4]([C:27]1[N:28]=[C:29]([NH:32][P:33]([O:37]C)([O:35]C)=[O:34])[S:30][CH:31]=1)[C:5]([NH:7][CH:8]1[C:25](=[O:26])[N:10]2[C:11]([C:22]([O-:24])=[O:23])=[C:12]([CH2:15][N+:16]3[CH:21]=[CH:20][CH:19]=[CH:18][CH:17]=3)[CH2:13][S:14][C@H:9]12)=[O:6].C[Si](Br)(C)C.C(OC(C)C)(C)C>>[CH3:1][O:2][N:3]=[C:4]([C:27]1[N:28]=[C:29]([NH:32][P:33]([OH:37])([OH:35])=[O:34])[S:30][CH:31]=1)[C:5]([NH:7][CH:8]1[C:25](=[O:26])[N:10]2[C:11]([C:22]([O-:24])=[O:23])=[C:12]([CH2:15][N+:16]3[CH:21]=[CH:20][CH:19]=[CH:18][CH:17]=3)[CH2:13][S:14][C@H:9]12)=[O:6]. Reported procedure: To the mixture containing 7-[2-methoxyimino-2-(2-dimethoxyphosphorylaminothiazol-4-yl)acetamido]-3-(1-pyridiniomethyl)-3-cephem-4-carboxylate (syn isomer) was dropped trimethylsilyl bromide (14.80 g) at 3° to 8° C. under stirring, which was continued for 2.5 hours at ambient temperature. The reaction mixture was poured into diisopropyl ether (1.5 l) and the resultant resinous oil was separated by decantation. The oil was dissolved in water (300 ml), adjusted to pH 1 with 1N hydrochloric acid and...